This data is from the Open Reaction Database (ORD), a public repository of structured organic reaction records. The task is: describe an organic reaction: reactants, conditions, products, and yield Procedure: To a stirred solution of dimethyl 4-aminoquinoline-2,3-dicarboxylate (0.15 g, 0.58 mM) in ethanol (4 mL) was added hydrazine hydrate (1.46 g, 29.2 mM) and the resulting solution was refluxed for 3 hr. The reaction mixture was cooled to room temperature and filtered to separate the yellow precipitate (0.12 g). This material was stirred in refluxing acetic acid (4.5 mL) for 1 hr. After cooling to room temperature the reaction mixture was filtered and the collected solids washed with acetic acid an... Reactants: NC1=C(C(=NC2=CC=CC=C12)C(=O)OC)C(=O)OC (dimethyl 4-aminoquinoline-2,3-dicarboxylate), O.NN (hydrazine hydrate). The product is NC1=C2C(=NC=3C=CC=CC13)C(NNC2=O)=O (10-Amino-2,3-dihydropyridazino[4,5-b]quinoline-1,4-dione). The yield is 98.8%. Solvent: C(C)O (ethanol). As a reaction SMILES: [NH2:1][C:2]1[C:11]2[C:6](=[CH:7][CH:8]=[CH:9][CH:10]=2)[N:5]=[C:4]([C:12](OC)=[O:13])[C:3]=1[C:16]([O:18]C)=O.O.[NH2:21][NH2:22]>C(O)C>[NH2:1][C:2]1[C:11]2[CH:10]=[CH:9][CH:8]=[CH:7][C:6]=2[N:5]=[C:4]2[C:12](=[O:13])[NH:21][NH:22][C:16](=[O:18])[C:3]=12 |f:1.2|.